From a dataset of the Open Reaction Database (ORD), a public repository of structured organic reaction records. describe an organic reaction: reactants, conditions, products, and yield The product is O=C1OC(CN2CCC(O)(c3ccc4c(c3)OCO4)CC2)CN1c1ccc(O)cc1. RXN SMILES: [B:32]([Br:33])([Br:34])[Br:35].[CH3:36][S:37][CH3:38].[Cl:39][CH2:40][CH2:41][Cl:42].[OH:1][C:2]1([c:23]2[cH:24][c:25]3[c:26]([cH:27][cH:28]2)[O:29][CH2:30][O:31]3)[CH2:3][CH2:4][N:5]([CH2:8][CH:9]2[CH2:10][N:11]([c:15]3[cH:16][cH:17][c:18]([O:21][CH3:22])[cH:19][cH:20]3)[C:12](=[O:14])[O:13]2)[CH2:6][CH2:7]1>>[OH:1][C:2]1([c:23]2[cH:24][c:25]3[c:26]([cH:27][cH:28]2)[O:29][CH2:30][O:31]3)[CH2:3][CH2:4][N:5]([CH2:8][CH:9]2[CH2:10][N:11]([c:15]3[cH:16][cH:17][c:18]([OH:21])[cH:19][cH:20]3)[C:12](=[O:14])[O:13]2)[CH2:6][CH2:7]1. Reactants: BrB(Br)Br, CSC, ClCCCl, COc1ccc(N2CC(CN3CCC(O)(c4ccc5c(c4)OCO5)CC3)OC2=O)cc1. Starting materials: C[Al](C)C (trimethylaluminium), ClCCl (dichloromethane), C(C1=CC=CC=C1)OC1=C(CNCl)C=C(C=C1)Br (2-benzyloxy-5-bromobenzylamino hydrochloride), C(C)#N (acetonitrile). Run in C1(=CC=CC=C1)C (toluene), C1(=CC=CC=C1)C (toluene). Conditions: time 2 hour. The product is C(C1=CC=CC=C1)OC1=C(CNC(C)=N)C=C(C=C1)Br (N1 -[2-benzyloxy-5-bromobenzyl]acetamidine). As a reaction SMILES: [CH2:1]([O:8][C:9]1[CH:17]=[CH:16][C:15]([Br:18])=[CH:14][C:10]=1[CH2:11][NH:12]Cl)[C:2]1[CH:7]=[CH:6][CH:5]=[CH:4][CH:3]=1.C[Al](C)C.[C:23](#[N:25])[CH3:24].ClCCl>C1(C)C=CC=CC=1>[CH2:1]([O:8][C:9]1[CH:17]=[CH:16][C:15]([Br:18])=[CH:14][C:10]=1[CH2:11][NH:12][C:23](=[NH:25])[CH3:24])[C:2]1[CH:7]=[CH:6][CH:5]=[CH:4][CH:3]=1. Reported procedure: To a mixture of 2-benzyloxy-5-bromobenzylamino hydrochloride (10 g) in toluene (75 ml) at 4° C. was added a solution of trimethylaluminium in toluene (2M, 15.2 ml). The mixture was stirred at ambient temperature for 2 hours, acetonitrile (6.5 ml) added and the mixture heated at 80° C. for 18 hours. The mixture was cooled and poured onto a slurry of silica gel (300 g), and dichloromethane. The solvent was filtered off and the product eluted from the silica gel with methanol to give N1 -[2-benzylo... Reactants: ClC1=CC(=C(/C=C/C(=O)OC)C=C1)NS(=O)(=O)C1=CC=CC=C1 (methyl trans 4-chloro-2-(phenylsulfonylamino)cinnamate), COC1=C(C(CBr)=O)C=CC=C1 (2-methoxyphenacyl bromide). Product: COC(CC1=C(NC2=CC(=CC=C12)Cl)C(C1=C(C=CC=C1)OC)=O)=O (Methyl[6-chloro-2-(2-methoxybenzoyl)-1H-indol-3-yl]acetate). RXN SMILES: [Cl:1][C:2]1[CH:13]=[CH:12][C:5](/[CH:6]=[CH:7]/[C:8]([O:10][CH3:11])=[O:9])=[C:4]([NH:14]S(C2C=CC=CC=2)(=O)=O)[CH:3]=1.[CH3:24][O:25][C:26]1[CH:35]=[CH:34][CH:33]=[CH:32][C:27]=1[C:28](=[O:31])[CH2:29]Br>>[CH3:11][O:10][C:8](=[O:9])[CH2:7][C:6]1[C:5]2[C:4](=[CH:3][C:2]([Cl:1])=[CH:13][CH:12]=2)[NH:14][C:29]=1[C:28](=[O:31])[C:27]1[CH:32]=[CH:33][CH:34]=[CH:35][C:26]=1[O:25][CH3:24]. Procedure details: The title compound was prepared according to the procedure described in Example 57 from methyl trans 4-chloro-2-(phenylsulfonylamino)cinnamate (step 1 of Example 8, Method A) and 2-methoxyphenacyl bromide. The reactants are CCOc1cc(Cl)c(S(C)(=O)=O)cc1C1=NC(C)(c2ccc(Cl)cc2)C(C)(c2ccc(Cl)cc2)N1C(=O)Cl, Cl, Cl, O=S1(=O)CCC(N2CCNCC2)CC1. The product is CCOc1cc(Cl)c(S(C)(=O)=O)cc1C1=NC(C)(c2ccc(Cl)cc2)C(C)(c2ccc(Cl)cc2)N1C(=O)N1CCN(C2CCS(=O)(=O)CC2)CC1. Reaction SMILES: [Cl:1][c:2]1[cH:3][c:4]([O:36][CH2:37][CH3:38])[c:5]([C:12]2=[N:16][C:15]([CH3:17])([c:18]3[cH:19][cH:20][c:21]([Cl:24])[cH:22][cH:23]3)[C:14]([CH3:25])([c:26]3[cH:27][cH:28][c:29]([Cl:32])[cH:30][cH:31]3)[N:13]2[C:33](=[O:34])[Cl:35])[cH:6][c:7]1[S:8](=[O:9])(=[O:10])[CH3:11].[ClH:39].[ClH:40].[O:41]=[S:42]1(=[O:54])[CH2:43][CH2:44][CH:45]([N:48]2[CH2:49][CH2:50][NH:51][CH2:52][CH2:53]2)[CH2:46][CH2:47]1>>[Cl:1][c:2]1[cH:3][c:4]([O:36][CH2:37][CH3:38])[c:5]([C:12]2=[N:16][C:15]([CH3:17])([c:18]3[cH:19][cH:20][c:21]([Cl:24])[cH:22][cH:23]3)[C:14]([CH3:25])([c:26]3[cH:27][cH:28][c:29]([Cl:32])[cH:30][cH:31]3)[N:13]2[C:33](=[O:34])[N:51]2[CH2:50][CH2:49][N:48]([CH:45]3[CH2:44][CH2:43][S:42](=[O:41])(=[O:54])[CH2:47][CH2:46]3)[CH2:53][CH2:52]2)[cH:6][c:7]1[S:8](=[O:9])(=[O:10])[CH3:11]. Run in COCCOC (1,2-dimethoxyethane). Procedure details: 2-Cyclopentyl-2-methyl-5-methylthio-6,7-dichloro-1-indanone is prepared following substantially the same procedure described in Example 5, Step A, using the following substances: 2-cyclopentyl-5-methylthio-6,7-dichloro-1-indanone (7.9 g., 0.025 mole), 1,2-dimethoxyethane (200 ml.), sodium hydride (660 mg., 0.0275 mole) and methyl iodide (7.5 ml.). The reactants are C1(CCCC1)C1C(C2=C(C(=C(C=C2C1)SC)Cl)Cl)=O (2-cyclopentyl-5-methylthio-6,7-dichloro-1-indanone), [H-].[Na+] (sodium hydride), CI (methyl iodide). Product: C1(CCCC1)C1(C(C2=C(C(=C(C=C2C1)SC)Cl)Cl)=O)C (2-Cyclopentyl-2-methyl-5-methylthio-6,7-dichloro-1-indanone). As a reaction SMILES: [CH:1]1([CH:6]2[CH2:14][C:13]3[C:8](=[C:9]([Cl:18])[C:10]([Cl:17])=[C:11]([S:15][CH3:16])[CH:12]=3)[C:7]2=[O:19])[CH2:5][CH2:4][CH2:3][CH2:2]1.[H-].[Na+].[CH3:22]I>COCCOC>[CH:1]1([C:6]2([CH3:22])[CH2:14][C:13]3[C:8](=[C:9]([Cl:18])[C:10]([Cl:17])=[C:11]([S:15][CH3:16])[CH:12]=3)[C:7]2=[O:19])[CH2:2][CH2:3][CH2:4][CH2:5]1 |f:1.2|. The reactants are [BH4-], COc1ccc2c(c1)Sc1c(ccc(OC)c1C(C)(C)O[SiH2]C(C)(C)C)N2C, [Li]CCCC, CCOCC, COc1ccc2c(c1)Sc1c(C(O[SiH](C)C)C(C)(C)C)c(OC)cc(C=O)c1N2C, O=CN1CCCCC1, [Li+], [Na+], C1CCOC1, C1CCOC1, O=P([O-])(O)O. The product is COc1ccc2c(c1CO)Sc1c(ccc(OC)c1C(C)(C)O[SiH2]C(C)(C)C)N2C. Reaction SMILES: [BH4-:72].[C:1]([CH3:2])([CH3:3])([CH3:4])[SiH2:5][O:6][C:7]([c:8]1[c:9]([O:25][CH3:26])[cH:10][cH:11][c:12]2[c:21]1[S:20][c:19]1[c:14]([cH:15][cH:16][c:17]([O:22][CH3:23])[cH:18]1)[N:13]2[CH3:24])([CH3:27])[CH3:28].[CH2:29]([Li:30])[CH2:31][CH2:32][CH3:33].[CH2:85]([O:86][CH2:87][CH3:88])[CH3:89].[CH3:42][O:43][c:44]1[cH:45][c:46]([CH:47]=[O:48])[c:49]2[c:55]([c:56]1[CH:57]([C:58]([CH3:59])([CH3:60])[CH3:61])[O:62][SiH:63]([CH3:64])[CH3:65])[S:54][c:53]1[c:52]([cH:71][cH:70][c:67]([O:68][CH3:69])[cH:66]1)[N:50]2[CH3:51].[CH:34](=[O:35])[N:36]1[CH2:37][CH2:38][CH2:39][CH2:40][CH2:41]1.[Li+:73].[Na+:79].[O:80]1[CH2:81][CH2:82][CH2:83][CH2:84]1.[O:90]1[CH2:91][CH2:92][CH2:93][CH2:94]1.[P:74]([O-:75])([OH:76])([OH:77])=[O:78]>>[C:1]([CH3:2])([CH3:3])([CH3:4])[SiH2:5][O:6][C:7]([c:8]1[c:9]([O:25][CH3:26])[cH:10][cH:11][c:12]2[c:21]1[S:20][c:19]1[c:14]([cH:15][cH:16][c:17]([O:22][CH3:23])[c:18]1[CH2:34][OH:35])[N:13]2[CH3:24])([CH3:27])[CH3:28]. Reactants: Cl (HCl), ClC1=CC=C(CN2C(=C(C3=CC(=CC=C23)OCC=2SC=C(N2)C(C)C)C)CC(C(=O)OC)(C)C)C=C1 (Methyl 3-[1-(4-chlorobenzyl)-3-methyl-5-(4-prop-2-ylthiazol-2-ylmethoxy)indol-2-yl]-2,2-dimethylpropanoate), C1CCOC1 (THF), [Li+].[OH-] (LiOH). Run in CO (MeOH). Product: ClC1=CC=C(CN2C(=C(C3=CC(=CC=C23)OCC=2SC=C(N2)C(C)C)C)CC(C(=O)O)(C)C)C=C1 (3-[1-(4-Chlorobenzyl)-3-methyl-5-(4-prop-2-ylthiazol-2-ylmethoxy)indol-2-yl]-2,2dimethylpropanoic acid). RXN SMILES: [Cl:1][C:2]1[CH:36]=[CH:35][C:5]([CH2:6][N:7]2[C:15]3[C:10](=[CH:11][C:12]([O:16][CH2:17][C:18]4[S:19][CH:20]=[C:21]([CH:23]([CH3:25])[CH3:24])[N:22]=4)=[CH:13][CH:14]=3)[C:9]([CH3:26])=[C:8]2[CH2:27][C:28]([CH3:34])([CH3:33])[C:29]([O:31]C)=[O:30])=[CH:4][CH:3]=1.C1COCC1.[Li+].[OH-].Cl>CO>[Cl:1][C:2]1[CH:3]=[CH:4][C:5]([CH2:6][N:7]2[C:15]3[C:10](=[CH:11][C:12]([O:16][CH2:17][C:18]4[S:19][CH:20]=[C:21]([CH:23]([CH3:24])[CH3:25])[N:22]=4)=[CH:13][CH:14]=3)[C:9]([CH3:26])=[C:8]2[CH2:27][C:28]([CH3:34])([CH3:33])[C:29]([OH:31])=[O:30])=[CH:35][CH:36]=1 |f:2.3|. Procedure details: A solution of the ester (70 mg) from Step 1, 2 mL THF, 1 mL MeOH, and 1 mL 2N LiOH was stirred for 24 hours at room temperature. The mixture was poured onto 1N HCl, extracted 2× EtOAc, washed 2× brine, dried (MgSO4), and evaporated. The product was recrystallized from Et2O/hexane to give the title compound as a solid. The reactants are BrC=1C=C(C=CC1F)C (3-bromo-4-fluoro-toluene), C([O-])([O-])=O.[Mg+2] (magnesium carbonate), C1(=CC=CC=C1)[O-].[Na+] (sodium phenolate). Reagents/catalysts: [Cu-]=O (copper(I) oxide). Solvent: C1=NC=CC2=CC=CC=C12 (isoquinoline). Run at temperature 160 celsius, time 15 hour. Yields the product FC1=C(C=C(C=C1)C)OC1=CC=CC=C1 (4-fluoro-3-phenoxy-toluene). The yield is 84.1%. As a reaction SMILES: C(=O)([O-])[O-].[Mg+2].[C:6]1([O-:12])[CH:11]=[CH:10][CH:9]=[CH:8][CH:7]=1.[Na+].Br[C:15]1[CH:16]=[C:17]([CH3:22])[CH:18]=[CH:19][C:20]=1[F:21]>C1C2C(=CC=CC=2)C=CN=1.[Cu-]=O>[F:21][C:20]1[CH:19]=[CH:18][C:17]([CH3:22])=[CH:16][C:15]=1[O:12][C:6]1[CH:11]=[CH:10][CH:9]=[CH:8][CH:7]=1 |f:0.1,2.3|. Procedure: A mixture of 84.3 g of magnesium carbonate (4MgCO3 .Mg(OH)2.4H2O) and 128 g (1.1 mol) of sodium phenolate was added to a suspension of 189 g (1 mol) of 3-bromo-4-fluoro-toluene and 50 g of copper(I) oxide in 250 ml of isoquinoline at 110° C. The reaction temperature was then increased to 160° C. and the mixture was subsequently stirred at this temperature for 15 hours. Thereafter, the reaction mixture was cooled and filtered. The filtrate was taken up in cyclohexane. The cyclohexane solution was... The reactants are COc1cc2c(Sc3cccc(NC(=O)Nc4cc(C(C)(C)C)on4)c3)ncnc2cc1OCCCCl, CCCC[N+](CCCC)(CCCC)CCCC, CN1CCNCC1, CCN(C(C)C)C(C)C, [I-], CN(C)C=O. Yields the product COc1cc2c(Sc3cccc(NC(=O)Nc4cc(C(C)(C)C)on4)c3)ncnc2cc1OCCCN1CCN(C)CC1. As a reaction SMILES: [C:1]([CH3:2])([CH3:3])([CH3:4])[c:5]1[cH:6][c:7]([NH:10][C:11](=[O:12])[NH:13][c:14]2[cH:15][c:16]([S:20][c:21]3[n:22][cH:23][n:24][c:25]4[cH:26][c:27]([O:33][CH2:34][CH2:35][CH2:36][Cl:37])[c:28]([O:31][CH3:32])[cH:29][c:30]34)[cH:17][cH:18][cH:19]2)[n:8][o:9]1.[CH2:60]([N+:61]([CH2:62][CH2:63][CH2:64][CH3:65])([CH2:66][CH2:67][CH2:68][CH3:69])[CH2:70][CH2:71][CH2:72][CH3:73])[CH2:74][CH2:75][CH3:76].[CH3:38][N:39]1[CH2:40][CH2:41][NH:42][CH2:43][CH2:44]1.[CH:45]([N:46]([CH:47]([CH3:48])[CH3:49])[CH2:50][CH3:51])([CH3:52])[CH3:53].[I-:59].[O:54]=[CH:55][N:56]([CH3:57])[CH3:58]>>[C:1]([CH3:2])([CH3:3])([CH3:4])[c:5]1[cH:6][c:7]([NH:10][C:11](=[O:12])[NH:13][c:14]2[cH:15][c:16]([S:20][c:21]3[n:22][cH:23][n:24][c:25]4[cH:26][c:27]([O:33][CH2:34][CH2:35][CH2:36][N:42]5[CH2:41][CH2:40][N:39]([CH3:38])[CH2:44][CH2:43]5)[c:28]([O:31][CH3:32])[cH:29][c:30]34)[cH:17][cH:18][cH:19]2)[n:8][o:9]1. Procedure: To a round bottom flask was added methyl 2-((4S,5S)-1-(4-((1-(5-methoxy-2-methylphenyl)piperidin-4-yl)oxy)phenyl)-4-methyl-3-(trifluoromethyl)-4,5-dihydro-1H-pyrazol-5-yl)acetate (45 mg, 0.087 mmol), 2M LiOH (0.26 mL, 0.52 mmol) and THF (1 mL). The reaction solution was stirred at rt for 1.5 h, and the solution was acidified with 1N HCl to pH<4. The mixture was extracted with EtOAc (10 mL). The organic layer was washed with water (10 mL) and brine (10 mL), and then it was dried over MgSO4, filte... The reactants are COC=1C=CC(=C(C1)N1CCC(CC1)OC1=CC=C(C=C1)N1N=C([C@H]([C@@H]1CC(=O)OC)C)C(F)(F)F)C (methyl 2-((4S,5S)-1-(4-((1-(5-methoxy-2-methylphenyl)piperidin-4-yl)oxy)phenyl)-4-methyl-3-(trifluoromethyl)-4,5-dihydro-1H-pyrazol-5-yl)acetate), [Li+].[OH-] (LiOH), Cl (HCl). Isolated yield 71.3%. Reaction SMILES: [CH3:1][O:2][C:3]1[CH:4]=[CH:5][C:6]([CH3:37])=[C:7]([N:9]2[CH2:14][CH2:13][CH:12]([O:15][C:16]3[CH:21]=[CH:20][C:19]([N:22]4[C@@H:26]([CH2:27][C:28]([O:30]C)=[O:29])[C@H:25]([CH3:32])[C:24]([C:33]([F:36])([F:35])[F:34])=[N:23]4)=[CH:18][CH:17]=3)[CH2:11][CH2:10]2)[CH:8]=1.[Li+].[OH-].Cl>C1COCC1>[CH3:1][O:2][C:3]1[CH:4]=[CH:5][C:6]([CH3:37])=[C:7]([N:9]2[CH2:14][CH2:13][CH:12]([O:15][C:16]3[CH:17]=[CH:18][C:19]([N:22]4[C@@H:26]([CH2:27][C:28]([OH:30])=[O:29])[C@H:25]([CH3:32])[C:24]([C:33]([F:36])([F:35])[F:34])=[N:23]4)=[CH:20][CH:21]=3)[CH2:11][CH2:10]2)[CH:8]=1 |f:1.2|. Yields the product COC=1C=CC(=C(C1)N1CCC(CC1)OC1=CC=C(C=C1)N1N=C([C@H]([C@@H]1CC(=O)O)C)C(F)(F)F)C (2-((4S,5S)-1-(4-(1-(5-methoxy-2-methylphenyl)piperidin-4-yloxy)phenyl)-4-methyl-3-(trifluoromethyl)-4,5-dihydro-1H-pyrazol-5-yl)acetic acid). The solvent is C1CCOC1 (THF). Reaction conditions: time 1.5 hour.